Dataset: the Open Reaction Database (ORD), a public repository of structured organic reaction records. Task: describe an organic reaction: reactants, conditions, products, and yield Starting materials: COc1ccc(C(=O)CBr)cc1, CCc1cc2c(=O)[nH]c(=O)n(Cc3ccc(-c4ccccc4C#N)cc3)c2s1, CN(C)C=O, ClC(Cl)Cl, [H-], [Na+]. The product is CCc1cc2c(=O)n(CC(=O)c3ccc(OC)cc3)c(=O)n(Cc3ccc(-c4ccccc4C#N)cc3)c2s1. RXN SMILES: [Br:29][CH2:30][C:31](=[O:32])[c:33]1[cH:34][cH:35][c:36]([O:39][CH3:40])[cH:37][cH:38]1.[CH2:1]([CH3:2])[c:3]1[cH:4][c:5]2[c:6]([n:7]([CH2:13][c:14]3[cH:15][cH:16][c:17](-[c:20]4[c:21]([C:26]#[N:27])[cH:22][cH:23][cH:24][cH:25]4)[cH:18][cH:19]3)[c:8](=[O:12])[nH:9][c:10]2=[O:11])[s:28]1.[CH3:41][N:42]([CH3:43])[CH:44]=[O:45].[CH:48]([Cl:49])([Cl:50])[Cl:51].[H-:46].[Na+:47]>>[CH2:1]([CH3:2])[c:3]1[cH:4][c:5]2[c:6]([n:7]([CH2:13][c:14]3[cH:15][cH:16][c:17](-[c:20]4[c:21]([C:26]#[N:27])[cH:22][cH:23][cH:24][cH:25]4)[cH:18][cH:19]3)[c:8](=[O:12])[n:9]([CH2:30][C:31](=[O:32])[c:33]3[cH:34][cH:35][c:36]([O:39][CH3:40])[cH:37][cH:38]3)[c:10]2=[O:11])[s:28]1.